From a dataset of the Open Reaction Database (ORD), a public repository of structured organic reaction records. describe an organic reaction: reactants, conditions, products, and yield The reactants are C(C)(=O)O (acetic acid), C1(CCCCC1)=O (cyclohexanone), C(C)(=O)O[BH-](OC(C)=O)OC(C)=O.[Na+] (sodium triacetoxyborohydride), NCCNC1=CC(=NC=2N1N=C(C2C2=C(C=C(C=C2C)Cl)C)C)C (7-(2-aminoethylamino)-2,5-dimethyl-3-(4-chloro-2,6-dimethylphenyl)-pyrazolo [1,5-a] pyrimidine). Run in ClC(C)Cl (dichloroethane). Conditions: time 3 hour. Yields the product C1(CCCCC1)NCCNC1=CC(=NC=2N1N=C(C2C2=C(C=C(C=C2C)Cl)C)C)C (7-(2-(Cyclohexylamino)ethylamino)-2,5-dimethyl-3-(4-chloro-2,6-dimethylphenyl)-pyrazolo[1,5-a] pyrimidine). As a reaction SMILES: [NH2:1][CH2:2][CH2:3][NH:4][C:5]1[N:10]2[N:11]=[C:12]([CH3:23])[C:13]([C:14]3[C:19]([CH3:20])=[CH:18][C:17]([Cl:21])=[CH:16][C:15]=3[CH3:22])=[C:9]2[N:8]=[C:7]([CH3:24])[CH:6]=1.[C:25]1(=O)[CH2:30][CH2:29][CH2:28][CH2:27][CH2:26]1.C(O[BH-](OC(=O)C)OC(=O)C)(=O)C.[Na+].C(O)(=O)C>ClC(Cl)C>[CH:25]1([NH:1][CH2:2][CH2:3][NH:4][C:5]2[N:10]3[N:11]=[C:12]([CH3:23])[C:13]([C:14]4[C:15]([CH3:22])=[CH:16][C:17]([Cl:21])=[CH:18][C:19]=4[CH3:20])=[C:9]3[N:8]=[C:7]([CH3:24])[CH:6]=2)[CH2:30][CH2:29][CH2:28][CH2:27][CH2:26]1 |f:2.3|. Procedure: Dissolve 7-(2-aminoethylamino)-2,5-dimethyl-3-(4-chloro-2,6-dimethylphenyl)-pyrazolo [1,5-a] pyrimidine (0.183 g, 5.4×10−4 mol, 339.2 g/mol) in dichloroethane (5 mL) and add cyclohexanone (100.12 g/mol) and sodium triacetoxyborohydride (0.172 g, 211.94 g/mol). To the resultant slurry, add glacial acetic acid (0.032 mL, 5.4×10−4 mol) and stir at ambient temperature under N2 for 3 h. Partition between CH2Cl2 (3 mL) and 1.0 N NaOH (10 mL), then separate the layers and chromatograph the CH2Cl2 layer...